From a dataset of the Open Reaction Database (ORD), a public repository of structured organic reaction records. describe an organic reaction: reactants, conditions, products, and yield Reactants: OC(CN)C=1N=C(SC1)C (2-hydroxy-2-(2-methyl-thiazol-4-yl)ethanamine), OC1=CC=C(C=C1)CC(C)=O (4-hydroxyphenyl-propan-2-one). Yields the product OC1=CC=C(C=C1)CC(C)NCC(C=1N=C(SC1)C)O (N-[2-(4-Hydroxyphenyl)-1-methylethyl]-2-hydroxy-2-(2-methylthiazol-4-yl)ethanamine). RXN SMILES: [OH:1][CH:2]([C:5]1[N:6]=[C:7]([CH3:10])[S:8][CH:9]=1)[CH2:3][NH2:4].[OH:11][C:12]1[CH:17]=[CH:16][C:15]([CH2:18][C:19](=O)[CH3:20])=[CH:14][CH:13]=1>>[OH:11][C:12]1[CH:17]=[CH:16][C:15]([CH2:18][CH:19]([NH:4][CH2:3][CH:2]([OH:1])[C:5]2[N:6]=[C:7]([CH3:10])[S:8][CH:9]=2)[CH3:20])=[CH:14][CH:13]=1. Procedure details: Prepared by analogy to Example 13 by reaction of 2-hydroxy-2-(2-methyl-thiazol-4-yl)ethanamine with 4-hydroxyphenyl-propan-2-one followed by purification of the base on a silica gel column using chloroform/methanol/ammonia=9:1:1 as eluant. Run in CN(C)C=O (DMF), CN(C)C=O (DMF). Run at time 24 hour. Procedure: The obtained 2,4-dichloro-6-(N-methyl-N-phenylamino)-1,3,5-triazine (956 mg, 3.75mmol) was dissolved in DMF (10 ml), added with anhydrous potassium carbonate (518 mg, 3.77 mmol), cooled to -5° C.-0° C. and gradually added dropwise with morpholine (359 mg, 4.13 mmol) dissolved in DMF (5 ml). The reaction mixture was stirred at room temperature for 24 hours and evaporated under reduced pressure. The residue was added with ethyl acetate and shaken for mixing. The organic layer was separated from th... RXN SMILES: Cl[C:2]1[N:7]=[C:6]([Cl:8])[N:5]=[C:4]([N:9]([CH3:16])[C:10]2[CH:15]=[CH:14][CH:13]=[CH:12][CH:11]=2)[N:3]=1.C(=O)([O-])[O-].[K+].[K+].[NH:23]1[CH2:28][CH2:27][O:26][CH2:25][CH2:24]1>CN(C=O)C>[Cl:8][C:6]1[N:5]=[C:4]([N:9]([CH3:16])[C:10]2[CH:15]=[CH:14][CH:13]=[CH:12][CH:11]=2)[N:3]=[C:2]([N:23]2[CH2:28][CH2:27][O:26][CH2:25][CH2:24]2)[N:7]=1 |f:1.2.3|. Starting materials: C([O-])([O-])=O.[K+].[K+] (potassium carbonate), ClC1=NC(=NC(=N1)Cl)N(C1=CC=CC=C1)C (2,4-dichloro-6-(N-methyl-N-phenylamino)-1,3,5-triazine), N1CCOCC1 (morpholine). Yields the product ClC1=NC(=NC(=N1)N(C1=CC=CC=C1)C)N1CCOCC1 (2-chloro-4-(N-methyl-N-phenylamino)-6-morpholino-1,3,5-triazine). Yield: 83.6%. Reactants: ClC=1C=C(C=CC1S(=O)(=O)C)C(C(=O)O)CC1CCOCC1 (2-(3-chloro-4-methanesulfonyl-phenyl)-3-(tetrahydro-pyran-4-yl)-propionic acid), NC1=NC=C(N=C1)Br (2-amino-5-bromopyrazine), N1=CC=CC=C1 (pyridine), solution, C(C(=O)Cl)(=O)Cl (oxalyl chloride). Reagents/catalysts: CN(C=O)C (N,N-dimethylformamide). The solvent is C(Cl)Cl (methylene chloride), O (water), O1CCCC1 (tetrahydrofuran), C(Cl)Cl (methylene chloride). Run at temperature 0 celsius, time 30 minute. Product: hexanes ethyl acetate, BrC=1N=CC(=NC1)NC(C(CC1CCOCC1)C1=CC(=C(C=C1)S(=O)(=O)C)Cl)=O (N-(5-bromo-pyrazin-2-yl)-2-(3-chloro-4-methanesulfonyl-phenyl)-3-(tetrahydro-pyran-4-yl)-propionamide). Isolated yield 69.8%. As a reaction SMILES: [Cl:1][C:2]1[CH:3]=[C:4]([CH:12]([CH2:16][CH:17]2[CH2:22][CH2:21][O:20][CH2:19][CH2:18]2)[C:13](O)=[O:14])[CH:5]=[CH:6][C:7]=1[S:8]([CH3:11])(=[O:10])=[O:9].C(Cl)(=O)C(Cl)=O.[NH2:29][C:30]1[CH:35]=[N:34][C:33]([Br:36])=[CH:32][N:31]=1.N1C=CC=CC=1>C(Cl)Cl.CN(C)C=O.O1CCCC1.O>[Br:36][C:33]1[N:34]=[CH:35][C:30]([NH:29][C:13](=[O:14])[CH:12]([C:4]2[CH:5]=[CH:6][C:7]([S:8]([CH3:11])(=[O:10])=[O:9])=[C:2]([Cl:1])[CH:3]=2)[CH2:16][CH:17]2[CH2:22][CH2:21][O:20][CH2:19][CH2:18]2)=[N:31][CH:32]=1. Procedure details: A solution of 2-(3-chloro-4-methanesulfonyl-phenyl)-3-(tetrahydro-pyran-4-yl)-propionic acid (prepared as in Example 20, 470 mg, 1.36 mmol) in methylene chloride (25 mL) and N,N-dimethylformamide (1 drop) cooled to 0° C. was treated with a 2.0M solution of oxalyl chloride in methylene chloride (0.78 mL, 1.56 mmol) and then was stirred at 0° C. for 30 min. At this time, the reaction was concentrated in vacuo to yield a light yellow oil. This oil was dissolved in tetrahydrofuran (10 mL) and then t... Yields the product ClC1=CC=C2N1C=CN=C2 (6-chloropyrrolo[1,2-a]pyrazine), ClC=1C=CN2C1C=NC=C2 (8-chloropyrrolo[1,2-a]pyrazine). The reactants are ice water, C=1C=2N(C=CN1)C=CC2 (pyrrolo[1,2-a]pyrazine), ClN1C(CCC1=O)=O (N-chloro succinimide). Conditions: temperature 60 celsius, time 6 hour. Procedure details: 3.6 g of pyrrolo[1,2-a]pyrazine prepared in Preparation Example 1 was dissolved in a mixture of 20 ml of dimethyl sulfoxide and 20 ml of ethyl acetate; and 4.8 g of N-chloro succinimide was added thereto. The reaction mixture was stirred at 60° C. for 6 hours, poured into ice-water, extracted with ethyl acetate(100 ml×3), and then concentrated under a reduced pressure. The residue was chromatographed over silica gel to obtain 0.6 g of 6-chloropyrrolo[1,2-a]pyrazine and 0.4 g of 8-chloropyrrolo[1... Solvent: CS(=O)C (dimethyl sulfoxide), C(C)(=O)OCC (ethyl acetate). RXN SMILES: [CH:1]1[C:2]2[N:3]([CH:7]=[CH:8][CH:9]=2)[CH:4]=[CH:5][N:6]=1.[Cl:10]N1C(=O)CCC1=O>CS(C)=O.C(OCC)(=O)C>[Cl:10][C:7]1[N:3]2[CH:4]=[CH:5][N:6]=[CH:1][C:2]2=[CH:9][CH:8]=1.[Cl:10][C:9]1[CH:8]=[CH:7][N:3]2[CH:4]=[CH:5][N:6]=[CH:1][C:2]=12. The reactants are CCO, O=C(c1ccccc1)c1ccc(Cl)nc1, N. Yields the product Nc1ccc(C(=O)c2ccccc2)cn1. Reaction SMILES: [CH3:17][CH2:18][OH:19].[Cl:1][c:2]1[n:3][cH:4][c:5]([C:8]([c:9]2[cH:10][cH:11][cH:12][cH:13][cH:14]2)=[O:15])[cH:6][cH:7]1.[NH3:16]>>[c:2]1([NH2:16])[n:3][cH:4][c:5]([C:8]([c:9]2[cH:10][cH:11][cH:12][cH:13][cH:14]2)=[O:15])[cH:6][cH:7]1. The reactants are [BH4-], COc1ccc(C2Sc3ccccc3NC(=O)C2=O)cc1, CC(C)(C)C(N)C(=O)O, [Na+], C1CCOC1. Yields the product COc1ccc(C2Sc3ccccc3NC(=O)C2O)cc1. RXN SMILES: [BH4-:10].[CH3:12][O:13][c:14]1[cH:15][cH:16][c:17]([CH:20]2[S:21][c:22]3[c:23]([cH:29][cH:30][cH:31][cH:32]3)[NH:24][C:25](=[O:28])[C:26]2=[O:27])[cH:18][cH:19]1.[NH2:1][CH:2]([C:3]([OH:4])=[O:5])[C:6]([CH3:7])([CH3:8])[CH3:9].[Na+:11].[O:33]1[CH2:34][CH2:35][CH2:36][CH2:37]1>>[CH3:12][O:13][c:14]1[cH:15][cH:16][c:17]([CH:20]2[S:21][c:22]3[c:23]([cH:29][cH:30][cH:31][cH:32]3)[NH:24][C:25](=[O:28])[CH:26]2[OH:27])[cH:18][cH:19]1. Reactants: COC=1C=C(C=CC1)NC(NC1N=C(C2=C(N(C1=O)CC(=O)N(C1=CC=CC=C1)C)C=CC=C2)CN2CCOCC2)=O ((+)-2-{3-[3-(3-Methoxy-phenyl)-ureido]-5-morpholin-4-ylmethyl 2-oxo-2,3-dihydro-benzo [e][1,4]diazepin-1-yl}-N-methyl-N-phenyl-acetamide), Cl (hydrogen chloride). Solvent: C(Cl)Cl (DCM), C(C)OCC (diethyl ether). Run at time 5 minute. Product: Cl.COC=1C=C(C=CC1)NC(NC1N=C(C2=C(N(C1=O)CC(=O)N(C1=CC=CC=C1)C)C=CC=C2)CN2CCOCC2)=O ((+)-2-{3-[-3-(3-Methoxy-phenyl)-ureido]-5-morpholin-4-ylmethyl-2-oxo-2,3-dihydro-benzo [e][-1,4]diazepin-1-yl}-N-methyl-N-phenyl-acetamide hydrochloride salt). RXN SMILES: [CH3:1][O:2][C:3]1[CH:4]=[C:5]([NH:9][C:10](=[O:42])[NH:11][CH:12]2[C:18](=[O:19])[N:17]([CH2:20][C:21]([N:23]([CH3:30])[C:24]3[CH:29]=[CH:28][CH:27]=[CH:26][CH:25]=3)=[O:22])[C:16]3[CH:31]=[CH:32][CH:33]=[CH:34][C:15]=3[C:14]([CH2:35][N:36]3[CH2:41][CH2:40][O:39][CH2:38][CH2:37]3)=[N:13]2)[CH:6]=[CH:7][CH:8]=1.[ClH:43]>C(Cl)Cl.C(OCC)C>[ClH:43].[CH3:1][O:2][C:3]1[CH:4]=[C:5]([NH:9][C:10](=[O:42])[NH:11][CH:12]2[C:18](=[O:19])[N:17]([CH2:20][C:21]([N:23]([CH3:30])[C:24]3[CH:29]=[CH:28][CH:27]=[CH:26][CH:25]=3)=[O:22])[C:16]3[CH:31]=[CH:32][CH:33]=[CH:34][C:15]=3[C:14]([CH2:35][N:36]3[CH2:41][CH2:40][O:39][CH2:38][CH2:37]3)=[N:13]2)[CH:6]=[CH:7][CH:8]=1 |f:4.5|. Procedure: A solution of the (+)-2-{3-[3-(3-Methoxy-phenyl)-ureido]-5-morpholin-4-ylmethyl 2-oxo-2,3-dihydro-benzo [e][1,4]diazepin-1-yl}-N-methyl-N-phenyl-acetamide (200 mg) in dry DCM (20 ml) under nitrogen was treated with 1M hydrogen chloride in diethyl ether (0.77 ml) and the solution was stirred for 5 min. The solvent was removed in vacuo and the residue azeotroped with toluene (2×10 ml) to give the title compound (215 mg) as a pale straw coloured solid, m.p. 160°-170° dec.